Dataset: the Open Reaction Database (ORD), a public repository of structured organic reaction records. Task: describe an organic reaction: reactants, conditions, products, and yield Reactants: CC=1C(=CN(C1C1=CC=CC=C1)S(=O)(=O)C1=CC=C(C=C1)C)C=O (4-methyl-1-[(4-methylphenyl)sulfonyl]-5-phenyl-1H-pyrrole-3-carbaldehyde), [Cl-].C[NH3+] (methylammonium chloride), C(#N)[BH3-].[Na+] (sodium cyanoborohydride). The product is Cl.CNCC1=CN(C(=C1C)C1=CC=CC=C1)S(=O)(=O)C1=CC=C(C=C1)C (N-Methyl-1-{4-methyl-1-[(4-methylphenyl)sulfonyl]-5-phenyl-1H-pyrrol-3-yl}methanamine hydrochloride). The yield is 50.1%. RXN SMILES: [CH3:1][C:2]1[C:3]([CH:23]=O)=[CH:4][N:5]([S:13]([C:16]2[CH:21]=[CH:20][C:19]([CH3:22])=[CH:18][CH:17]=2)(=[O:15])=[O:14])[C:6]=1[C:7]1[CH:12]=[CH:11][CH:10]=[CH:9][CH:8]=1.[Cl-:25].C[NH3+].[C:28]([BH3-])#[N:29].[Na+]>>[ClH:25].[CH3:28][NH:29][CH2:23][C:3]1[C:2]([CH3:1])=[C:6]([C:7]2[CH:8]=[CH:9][CH:10]=[CH:11][CH:12]=2)[N:5]([S:13]([C:16]2[CH:21]=[CH:20][C:19]([CH3:22])=[CH:18][CH:17]=2)(=[O:14])=[O:15])[CH:4]=1 |f:1.2,3.4,5.6|. Reported procedure: Using 4-methyl-1-[(4-methylphenyl)sulfonyl]-5-phenyl-1H-pyrrole-3-carbaldehyde (310 mg), methylammonium chloride (617 mg) and sodium cyanoborohydride (172 mg), a procedure as in Example 4 was performed to give the title compound as colorless crystals (yield 179 mg, 50%).